This data is from the Open Reaction Database (ORD), a public repository of structured organic reaction records. The task is: describe an organic reaction: reactants, conditions, products, and yield The reactants are CNCCNC, COc1cccc(C)c1N(C)C(=O)c1ccc(Cl)c(-c2cnc(Cl)cc2C)c1, [Cu]I, [K+], [K+], O=C([O-])[O-], C1COCCO1, c1cn[nH]c1. The product is COc1cccc(C)c1N(C)C(=O)c1ccc(Cl)c(-c2cnc(-n3cccn3)cc2C)c1. As a reaction SMILES: [CH3:40][NH:41][CH2:42][CH2:43][NH:44][CH3:45].[Cl:1][c:2]1[c:3](-[c:21]2[cH:22][n:23][c:24]([Cl:28])[cH:25][c:26]2[CH3:27])[cH:4][c:5]([C:6](=[O:7])[N:8]([CH3:9])[c:10]2[c:11]([O:17][CH3:18])[cH:12][cH:13][cH:14][c:15]2[CH3:16])[cH:19][cH:20]1.[Cu:52][I:53].[K+:34].[K+:35].[O-:36][C:37]([O-:38])=[O:39].[O:46]1[CH2:47][CH2:48][O:49][CH2:50][CH2:51]1.[nH:29]1[n:30][cH:31][cH:32][cH:33]1>>[Cl:1][c:2]1[c:3](-[c:21]2[cH:22][n:23][c:24](-[n:29]3[n:30][cH:31][cH:32][cH:33]3)[cH:25][c:26]2[CH3:27])[cH:4][c:5]([C:6](=[O:7])[N:8]([CH3:9])[c:10]2[c:11]([O:17][CH3:18])[cH:12][cH:13][cH:14][c:15]2[CH3:16])[cH:19][cH:20]1.